This data is from the Open Reaction Database (ORD), a public repository of structured organic reaction records. The task is: describe an organic reaction: reactants, conditions, products, and yield The reactants are COc1ccc(P2(=S)SP(=S)(c3ccc(OC)cc3)S2)cc1, Cc1ccccc1, O=C(Nc1ccccc1Cl)c1nc2c(s1)CCOc1cc(Br)ccc1-2. The product is S=C(Nc1ccccc1Cl)c1nc2c(s1)CCOc1cc(Br)ccc1-2. RXN SMILES: [CH3:26][O:27][c:28]1[cH:29][cH:30][c:31]([P:32]2(=[S:35])[S:33][P:34]([c:36]3[cH:37][cH:38][c:39]([O:40][CH3:41])[cH:42][cH:43]3)(=[S:44])[S:45]2)[cH:46][cH:47]1.[CH3:48][c:49]1[cH:50][cH:51][cH:52][cH:53][cH:54]1.[Cl:1][c:2]1[c:3]([NH:8][C:9](=[O:10])[c:11]2[s:12][c:13]3[c:19]([n:20]2)-[c:18]2[c:17]([cH:24][c:23]([Br:25])[cH:22][cH:21]2)[O:16][CH2:15][CH2:14]3)[cH:4][cH:5][cH:6][cH:7]1>>[Cl:1][c:2]1[c:3]([NH:8][C:9]([c:11]2[s:12][c:13]3[c:19]([n:20]2)-[c:18]2[c:17]([cH:24][c:23]([Br:25])[cH:22][cH:21]2)[O:16][CH2:15][CH2:14]3)=[S:35])[cH:4][cH:5][cH:6][cH:7]1. The reactants are C12(CC3CC(CC(C1)C3)C2)C2=CC=C(C=C2)O (4-(adamantan-1-yl)phenol), C([O-])([O-])=O.[K+].[K+] (potassium carbonate), BrC(C(=O)OC)(C)C (methyl 2-bromo-2-methylpropanoate). Run in CN(C=O)C (N,N-dimethylformamide), C(C)(=O)OCC (ethyl acetate). Run at time 12 hour. Yields the product C12(CC3CC(CC(C1)C3)C2)C2=CC=C(OC(C(=O)OC)(C)C)C=C2 (methyl 2-(4-(adamantan-1-yl)phenoxy)-2-methylpropanoate). Isolated yield 95.7%. RXN SMILES: [C:1]12([C:11]3[CH:16]=[CH:15][C:14]([OH:17])=[CH:13][CH:12]=3)[CH2:10][CH:5]3[CH2:6][CH:7]([CH2:9][CH:3]([CH2:4]3)[CH2:2]1)[CH2:8]2.C(=O)([O-])[O-].[K+].[K+].Br[C:25]([CH3:31])([CH3:30])[C:26]([O:28][CH3:29])=[O:27]>CN(C)C=O.C(OCC)(=O)C>[C:1]12([C:11]3[CH:12]=[CH:13][C:14]([O:17][C:25]([CH3:31])([CH3:30])[C:26]([O:28][CH3:29])=[O:27])=[CH:15][CH:16]=3)[CH2:8][CH:7]3[CH2:9][CH:3]([CH2:4][CH:5]([CH2:6]3)[CH2:10]1)[CH2:2]2 |f:1.2.3|. Procedure details: To a solution of 4-(adamantan-1-yl)phenol (0.8 g, 3.50 mmol) in N,N-dimethylformamide (8 mL) was added anhydrous potassium carbonate (1.45 g, 10.51 mmol) and methyl 2-bromo-2-methylpropanoate (1.15 g, 7.0 mmol), and stirred at room temperature for 12 hours. The reaction mixture was diluted with ethyl acetate and washed with aqueous sodium bicarbonate. The organic layer was dried over anhydrous magnesium sulfate. The solvent was filtered and evaporated under reduced pressure to afford a crude sol... Reactants: ClC1=C(C=C(C=C1)Cl)NC(C(C)(C)NC(C(NCC)C1=CC=CC=C1)=O)=O (N-(2,5-dichlorophenyl)-2-(α-ethylaminophenylacetylamino)isobutyramide), C([O-])([O-])=O.[K+].[K+] (potassium carbonate), C=O (paraformaldehyde), O (water). The solvent is C(C)O (ethanol). The product is ClC1=C(C=C(C=C1)Cl)NC(C(C)(C)N1CN(C(C1=O)C1=CC=CC=C1)CC)=O (N-(2.5-dichlorophenyl)-2-(1-ethyl-5-phenylimidazolidin-4-on-3-yl)isobutyramide). The yield is 43.2%. RXN SMILES: [Cl:1][C:2]1[CH:7]=[CH:6][C:5]([Cl:8])=[CH:4][C:3]=1[NH:9][C:10](=[O:27])[C:11]([NH:14][C:15](=[O:26])[CH:16]([C:20]1[CH:25]=[CH:24][CH:23]=[CH:22][CH:21]=1)[NH:17][CH2:18][CH3:19])([CH3:13])[CH3:12].[C:28](=O)([O-])[O-].[K+].[K+].C=O.O>C(O)C>[Cl:1][C:2]1[CH:7]=[CH:6][C:5]([Cl:8])=[CH:4][C:3]=1[NH:9][C:10](=[O:27])[C:11]([N:14]1[C:15](=[O:26])[CH:16]([C:20]2[CH:25]=[CH:24][CH:23]=[CH:22][CH:21]=2)[N:17]([CH2:18][CH3:19])[CH2:28]1)([CH3:12])[CH3:13] |f:1.2.3|. Procedure details: To a solution of N-(2,5-dichlorophenyl)-2-(α-ethylaminophenylacetylamino)isobutyramide (0.9 g) in ethanol (15 mL) were added potassium carbonate (0.5 g) and paraformaldehyde (0.5 g), and the mixture was heated at reflux for 4 hours. After the reaction solution was added to water, the mixture was extracted with ethyl acetate. The organic layer was washed with water and dried over anhydrous sodium sulfate. After distilling off the solvent under reduced pressure, the resulting crude product was pur... The reactants are N1(CCOCC1)CCOC1=CC=C(C#N)C=C1 (4-[2-(4-morpholinyl)ethoxy]benzonitrile), C(C)O (ethanol). The reagents and catalysts are O=[Pt]=O (PtO2), Cl (HCl). Run in C(Cl)(Cl)Cl (CHCl3). Run at time 8 hour. The product is N1(CCOCC1)CCOC1=CC=C(C=C1)CN (4-[2-(4-morpholinyl)ethoxy]phenylmethylamine). Yield: 79.3%. RXN SMILES: [N:1]1([CH2:7][CH2:8][O:9][C:10]2[CH:17]=[CH:16][C:13]([C:14]#[N:15])=[CH:12][CH:11]=2)[CH2:6][CH2:5][O:4][CH2:3][CH2:2]1.C(O)C>Cl.O=[Pt]=O.C(Cl)(Cl)Cl>[N:1]1([CH2:7][CH2:8][O:9][C:10]2[CH:17]=[CH:16][C:13]([CH2:14][NH2:15])=[CH:12][CH:11]=2)[CH2:2][CH2:3][O:4][CH2:5][CH2:6]1. Procedure details: A mixture of 4-[2-(4-morpholinyl)ethoxy]benzonitrile (0.93 g, 4 mmol), ethanol (100 mL), CHCl3 (4 mL) and PtO2 (100 mg) was hydrogenated at 45 psi on a Parr hydrogenator for 8 hours. Concentrated HCl (2-3 drops) was then added to the reaction mixture and the hydrogenation was continued for another 10 hours. The catalyst was removed by filtration, the filter cake was washed with ethanol and then the filtrate was evaporated to dryness. The residue was dissolved in water and then was saturated with... The reactants are COc1c(Br)ccnc1C#N, CN(C)C=O, [N-]=[N+]=[N-], [Na+]. Yields the product COc1c(N=[N+]=[N-])ccnc1C#N. Reaction SMILES: [Br:5][c:6]1[c:7]([O:14][CH3:15])[c:8]([C:12]#[N:13])[n:9][cH:10][cH:11]1.[CH3:16][N:17]([CH3:18])[CH:19]=[O:20].[N-:2]=[N+:3]=[N-:4].[Na+:1]>>[N:2](=[N+:3]=[N-:4])[c:6]1[c:7]([O:14][CH3:15])[c:8]([C:12]#[N:13])[n:9][cH:10][cH:11]1. Reactants: O=C(Cl)CCCBr, CC(=O)[O-], ClCCl, CC(C)(C)C(=O)N1N=C(N)SC1(CCNS(C)(=O)=O)c1ccccc1, [Na+], O, c1ccncc1. Product: CC(C)(C)C(=O)N1N=C(N2CCCC2=O)SC1(CCNS(C)(=O)=O)c1ccccc1. RXN SMILES: [Br:32][CH2:33][CH2:34][CH2:35][C:36](=[O:37])[Cl:38].[CH3:40][C:41](=[O:42])[O-:43].[Cl:44][CH2:45][Cl:46].[NH2:1][C:2]1=[N:3][N:4]([C:20]([C:21]([CH3:22])([CH3:23])[CH3:24])=[O:25])[C:5]([c:7]2[cH:8][cH:9][cH:10][cH:11][cH:12]2)([CH2:13][CH2:14][NH:15][S:16](=[O:17])(=[O:18])[CH3:19])[S:6]1.[Na+:39].[OH2:47].[cH:26]1[cH:27][cH:28][n:29][cH:30][cH:31]1>>[N:1]1([C:2]2=[N:3][N:4]([C:20]([C:21]([CH3:22])([CH3:23])[CH3:24])=[O:25])[C:5]([c:7]3[cH:8][cH:9][cH:10][cH:11][cH:12]3)([CH2:13][CH2:14][NH:15][S:16](=[O:17])(=[O:18])[CH3:19])[S:6]2)[CH2:33][CH2:34][CH2:35][C:36]1=[O:37].